This data is from the Open Reaction Database (ORD), a public repository of structured organic reaction records. The task is: describe an organic reaction: reactants, conditions, products, and yield Reactants: NC=1[Se]C(=C(C1C#N)C1=CC=CC=C1)C (2-amino-5-methyl-4-phenylselenophene-3-carbonitrile), CN(C)C(OC)OC (DMF-DMA), [K+].[Br-] (KBr), ClC=1C=C(N)C=CC1F (3-chloro-4-fluoroaniline). The solvent is C1(=CC=CC=C1)C (toluene), C(C)(=O)O (acetic acid). Conditions: temperature 105 celsius, time 2 hour. Product: ClC=1C=C(C=CC1F)NC1=NC=NC2=C1C(=C([Se]2)C)C2=CC=CC=C2 ((3-Chloro-4-fluorophenyl)(6-methyl-5-phenylselenopheno[3,2-e]pyrimidin-4-yl]amine). RXN SMILES: [NH2:1][C:2]1[Se:3][C:4]([CH3:15])=[C:5]([C:9]2[CH:14]=[CH:13][CH:12]=[CH:11][CH:10]=2)[C:6]=1[C:7]#[N:8].C[N:17]([CH:19](OC)OC)C.[Cl:24][C:25]1[CH:26]=[C:27]([CH:29]=[CH:30][C:31]=1[F:32])N.[K+].[Br-]>C1(C)C=CC=CC=1.C(O)(=O)C>[Cl:24][C:25]1[CH:26]=[C:27]([NH:8][C:7]2[C:6]3[C:5]([C:9]4[CH:10]=[CH:11][CH:12]=[CH:13][CH:14]=4)=[C:4]([CH3:15])[Se:3][C:2]=3[N:1]=[CH:19][N:17]=2)[CH:29]=[CH:30][C:31]=1[F:32] |f:3.4|. Procedure details: To a solution of 2-amino-5-methyl-4-phenylselenophene-3-carbonitrile (1.0 g, 3.81 mmol) in toluene (30 mL) was added sequentially acetic acid (0.2 mL) and DMF-DMA (1.14 mL, 8.01 mol). The reaction mixture was stirred at 105° C. for 2 h and treated with 3-chloro-4-fluoroaniline (670 mg, 4.57 mmol) as described in example 12, gave the product as an off-white color solid, mp 166-168° C. IR (KBr) νmax 3397, 3020, 1614, 1563, 1498, 1433, 1263, 1196, 1145, 967, 904, 868, 774 cm−1; 1H NMR (400 MHz, CDC... Starting materials: NC(=O)c1ccc(NC(=O)Oc2ccccc2)cc1, CNC(=O)Nc1ccc(-c2nc(-c3ccc(N)cc3)nc(N3CCOCC3)n2)cc1, CN(C)C=O. Product: CNC(=O)Nc1ccc(-c2nc(-c3ccc(NC(=O)Nc4ccc(C(N)=O)cc4)cc3)nc(N3CCOCC3)n2)cc1. RXN SMILES: [C:31]([NH2:32])(=[O:33])[c:34]1[cH:35][cH:36][c:37]([NH:40][C:41]([O:42][c:43]2[cH:44][cH:45][cH:46][cH:47][cH:48]2)=[O:49])[cH:38][cH:39]1.[NH2:1][c:2]1[cH:3][cH:4][c:5](-[c:8]2[n:9][c:10](-[c:20]3[cH:21][cH:22][c:23]([NH:26][C:27](=[O:28])[NH:29][CH3:30])[cH:24][cH:25]3)[n:11][c:12]([N:14]3[CH2:15][CH2:16][O:17][CH2:18][CH2:19]3)[n:13]2)[cH:6][cH:7]1.[O:50]=[CH:51][N:52]([CH3:53])[CH3:54]>>[NH:1]([c:2]1[cH:3][cH:4][c:5](-[c:8]2[n:9][c:10](-[c:20]3[cH:21][cH:22][c:23]([NH:26][C:27](=[O:28])[NH:29][CH3:30])[cH:24][cH:25]3)[n:11][c:12]([N:14]3[CH2:15][CH2:16][O:17][CH2:18][CH2:19]3)[n:13]2)[cH:6][cH:7]1)[C:41]([NH:40][c:37]1[cH:36][cH:35][c:34]([C:31]([NH2:32])=[O:33])[cH:39][cH:38]1)=[O:49].